From a dataset of the Open Reaction Database (ORD), a public repository of structured organic reaction records. describe an organic reaction: reactants, conditions, products, and yield The reactants are CC(C)(C)OC(=O)N1CCCC(CCCn2c(COc3ccc(Cl)cc3)nc3c(OCC4CCCN(C(=O)OC(C)(C)C)C4)cccc32)C1, O=C(O)C(F)(F)F. Product: CC(C)(C)OC(=O)N1CCCC(CCCn2c(COc3ccc(Cl)cc3)nc3c(OCC4CCCNC4)cccc32)C1. RXN SMILES: [Cl:1][c:2]1[cH:3][cH:4][c:5]([O:6][CH2:7][c:8]2[n:9][c:10]3[c:11]([n:12]2[CH2:13][CH2:14][CH2:15][CH:16]2[CH2:17][N:18]([C:22](=[O:23])[O:24][C:25]([CH3:26])([CH3:27])[CH3:28])[CH2:19][CH2:20][CH2:21]2)[cH:29][cH:30][cH:31][c:32]3[O:33][CH2:34][CH:35]2[CH2:36][N:37]([C:41]([O:42][C:43]([CH3:44])([CH3:45])[CH3:46])=[O:47])[CH2:38][CH2:39][CH2:40]2)[cH:48][cH:49]1.[OH:50][C:51]([C:52]([F:53])([F:54])[F:55])=[O:56]>>[Cl:1][c:2]1[cH:3][cH:4][c:5]([O:6][CH2:7][c:8]2[n:9][c:10]3[c:11]([n:12]2[CH2:13][CH2:14][CH2:15][CH:16]2[CH2:17][N:18]([C:22](=[O:23])[O:24][C:25]([CH3:26])([CH3:27])[CH3:28])[CH2:19][CH2:20][CH2:21]2)[cH:29][cH:30][cH:31][c:32]3[O:33][CH2:34][CH:35]2[CH2:36][NH:37][CH2:38][CH2:39][CH2:40]2)[cH:48][cH:49]1.